The task is: describe an organic reaction: reactants, conditions, products, and yield. This data is from the Open Reaction Database (ORD), a public repository of structured organic reaction records. Procedure: 6.0 g (29.8 millimoles) of 2-(p-aminophenyl)- 3,4-diazabicyclo[4.1.0]hept-2-en-5-one and 3.9 g (35.9 millimoles) of methoxyacetyl chloride in 150 ml of absolute tetrahydrofuran were refluxed for 4 hours, while stirring. The product was filtered off under suction at 10° C., washed first with tetrahydrofuran and then with water and recrystallized from propanol. 3.5 g (43%) of 2-[p-(methoxyacetylamino)-phenyl]-3,4-diazabicyclo[4.1.0]hept-2-en-5-one were obtained as colorless crystals. Mp.: 206° C. Yield: 43.0%. Starting materials: NC1=CC=C(C=C1)C=1C2CC2C(NN1)=O (2-(p-aminophenyl)- 3,4-diazabicyclo[4.1.0]hept-2-en-5-one), COCC(=O)Cl (methoxyacetyl chloride). RXN SMILES: [NH2:1][C:2]1[CH:7]=[CH:6][C:5]([C:8]2[CH:9]3[CH:11]([C:12](=[O:15])[NH:13][N:14]=2)[CH2:10]3)=[CH:4][CH:3]=1.[CH3:16][O:17][CH2:18][C:19](Cl)=[O:20]>O1CCCC1>[CH3:16][O:17][CH2:18][C:19]([NH:1][C:2]1[CH:3]=[CH:4][C:5]([C:8]2[CH:9]3[CH:11]([C:12](=[O:15])[NH:13][N:14]=2)[CH2:10]3)=[CH:6][CH:7]=1)=[O:20]. Yields the product COCC(=O)NC1=CC=C(C=C1)C=1C2CC2C(NN1)=O (2-[p-(methoxyacetylamino)-phenyl]-3,4-diazabicyclo[4.1.0]hept-2-en-5-one). Run in O1CCCC1 (tetrahydrofuran). The reactants are COC(=O)C(=O)N1CC(NC(=O)OCc2ccccc2)C1=O, CO. Product: O=C(NC1CNC1=O)OCc1ccccc1. Reaction SMILES: [C:1]([C:2]([O:3][CH3:4])=[O:5])(=[O:6])[N:7]1[C:8](=[O:22])[CH:9]([NH:11][C:12](=[O:13])[O:14][CH2:15][c:16]2[cH:17][cH:18][cH:19][cH:20][cH:21]2)[CH2:10]1.[CH3:23][OH:24]>>[NH:7]1[C:8](=[O:22])[CH:9]([NH:11][C:12](=[O:13])[O:14][CH2:15][c:16]2[cH:17][cH:18][cH:19][cH:20][cH:21]2)[CH2:10]1. Reactants: CCCCCN1C(=O)C(=O)c2c(Br)cccc21, CC(C)[Mg+], [Cl-], ClCCl, Oc1ccc2c(c1)OCO2, C1CCOC1. Product: CCCCCN1C(=O)C(O)(c2cc3c(cc2O)OCO3)c2c(Br)cccc21. As a reaction SMILES: [Br:16][c:17]1[c:18]2[c:22]([cH:23][cH:24][cH:25]1)[N:21]([CH2:26][CH2:27][CH2:28][CH2:29][CH3:30])[C:20](=[O:31])[C:19]2=[O:32].[CH:12]([Mg+:13])([CH3:14])[CH3:15].[Cl-:11].[Cl:38][CH2:39][Cl:40].[O:1]1[CH2:2][O:3][c:4]2[c:5]1[cH:6][cH:7][c:8]([OH:10])[cH:9]2.[O:33]1[CH2:34][CH2:35][CH2:36][CH2:37]1>>[O:1]1[CH2:2][O:3][c:4]2[c:5]1[cH:6][c:7]([C:19]1([OH:32])[c:18]3[c:17]([Br:16])[cH:25][cH:24][cH:23][c:22]3[N:21]([CH2:26][CH2:27][CH2:28][CH2:29][CH3:30])[C:20]1=[O:31])[c:8]([OH:10])[cH:9]2. Starting materials: CCCCCCCCCCCCCCCCOc1ccc(OCC(=O)N(Cc2ccccn2)C(C)=O)cc1, CI, CO, ClC(Cl)Cl. Yields the product CCCCCCCCCCCCCCCCOc1ccc(OCC(=O)N(Cc2cccc[n+]2C)C(C)=O)cc1, [I-]. Reaction SMILES: [C:1]([CH3:2])(=[O:3])[N:4]([C:5]([CH2:6][O:7][c:8]1[cH:9][cH:10][c:11]([O:14][CH2:15][CH2:16][CH2:17][CH2:18][CH2:19][CH2:20][CH2:21][CH2:22][CH2:23][CH2:24][CH2:25][CH2:26][CH2:27][CH2:28][CH2:29][CH3:30])[cH:12][cH:13]1)=[O:31])[CH2:32][c:33]1[n:34][cH:35][cH:36][cH:37][cH:38]1.[CH3:39][I:40].[CH3:45][OH:46].[CH:41]([Cl:42])([Cl:43])[Cl:44]>>[C:1]([CH3:2])(=[O:3])[N:4]([C:5]([CH2:6][O:7][c:8]1[cH:9][cH:10][c:11]([O:14][CH2:15][CH2:16][CH2:17][CH2:18][CH2:19][CH2:20][CH2:21][CH2:22][CH2:23][CH2:24][CH2:25][CH2:26][CH2:27][CH2:28][CH2:29][CH3:30])[cH:12][cH:13]1)=[O:31])[CH2:32][c:33]1[n+:34]([CH3:39])[cH:35][cH:36][cH:37][cH:38]1.[I-:40].